From a dataset of the Open Reaction Database (ORD), a public repository of structured organic reaction records. describe an organic reaction: reactants, conditions, products, and yield Starting materials: ClCCl, Cl, Cl, [Na+], [OH-], NCCCCn1cncn1, O=C(Cl)c1ccco1. The product is O=C(NCCCCn1cncn1)c1ccco1. As a reaction SMILES: [CH2:23]([Cl:24])[Cl:25].[ClH:1].[ClH:2].[Na+:14].[OH-:13].[n:3]1([CH2:8][CH2:9][CH2:10][CH2:11][NH2:12])[n:4][cH:5][n:6][cH:7]1.[o:15]1[c:16]([C:20](=[O:21])[Cl:22])[cH:17][cH:18][cH:19]1>>[n:3]1([CH2:8][CH2:9][CH2:10][CH2:11][NH:12][C:20]([c:16]2[o:15][cH:19][cH:18][cH:17]2)=[O:21])[n:4][cH:5][n:6][cH:7]1. Solvent: Cl (HCl), Cl (HCl). Run at time 16 hour. The product is OC1=CC(=CC=2N=C(NC21)C(C)C)O (4,6-dihydroxy-2-isopropylbenzimidazole). Reaction SMILES: C[O:2][C:3]1[C:4]([N+:12]([O-])=O)=[C:5]([CH:7]=[C:8]([O:10]C)[CH:9]=1)[NH2:6].N1C=CC=CC=1.[C:21](Cl)(=O)[CH:22]([CH3:24])[CH3:23].C(O)C>Cl.[Pd]>[OH:2][C:3]1[C:4]2[NH:12][C:21]([CH:22]([CH3:24])[CH3:23])=[N:6][C:5]=2[CH:7]=[C:8]([OH:10])[CH:9]=1. Procedure: To a solution of 3,5-dimethoxy-2-nitroaniline (55.0 g, 321 mmol) and pyridine (400 mL) was added isobutyryl chloride (41.0 mL, 391 mmol). After stirring for 16 hours, the reaction mixture was concentrated in vacuo. The resulting oil was partitioned between H2O (200 mL) and ethyl acetate (200 mL). The aqueous layer was extracted with more ethyl acetate (2×200 mL). The organic layers were washed with brine (50 mL), dried (MgSO4) and concentrated. The solid was recrystallized from hexane/ethyl acet... Starting materials: COC=1C(=C(N)C=C(C1)OC)[N+](=O)[O-] (3,5-dimethoxy-2-nitroaniline), N1=CC=CC=C1 (pyridine), C(C(C)C)(=O)Cl (isobutyryl chloride), C(C)O (ethanol). Reagents/catalysts: [Pd] (Pd/C). Starting materials: COCC=1N=C(C2=C(N1)SC1=C2CCCC1)O (2-Methoxymethyl-5,6,7,8-tetrahydro-benzo[4,5]thieno[2,3-d]pyrimidin-4-ol), O=P(Cl)(Cl)Cl (POCl3), C(=O)(O)[O-].[Na+] (NaHCO3). Conditions: temperature 92.5 celsius. Yields the product ClC=1C2=C(N=C(N1)COC)SC1=C2CCCC1 (4-Chloro-2-methoxymethyl-5,6,7,8-tetrahydro-benzo[4,5]thieno[2,3-d]pyrimidine). As a reaction SMILES: [CH3:1][O:2][CH2:3][C:4]1[N:5]=[C:6](O)[C:7]2[C:12]3[CH2:13][CH2:14][CH2:15][CH2:16][C:11]=3[S:10][C:8]=2[N:9]=1.C([O-])(O)=O.[Na+].O=P(Cl)(Cl)[Cl:25]>>[Cl:25][C:6]1[C:7]2[C:12]3[CH2:13][CH2:14][CH2:15][CH2:16][C:11]=3[S:10][C:8]=2[N:9]=[C:4]([CH2:3][O:2][CH3:1])[N:5]=1 |f:1.2|. Procedure details: A stirring suspension of 2-Methoxymethyl-5,6,7,8-tetrahydro-benzo[4,5]thieno[2,3-d]pyrimidin-4-ol (2.0 g, 0.008 mol) in POCl3 (20 ml) was heated to 90-95° C. for 4 h and progress was monitored by TLC. After completion of reaction, excess of POCl3 was distilled off to get oily mass which was poured onto ice-water solution (200 ml) and basified with saturated solution of NaHCO3 to pH ˜8. The aqueous phase was extracted well with ethyl acetate (2×250 ml). Combined organic layers were washed with br...